From a dataset of the Open Reaction Database (ORD), a public repository of structured organic reaction records. describe an organic reaction: reactants, conditions, products, and yield Reactants: CC(C)[Si](OCc1cncc(C(C)(C)C)c1)(C(C)C)C(C)C, CO, Cl. The product is CC(C)(C)c1cncc(CO)c1. RXN SMILES: [C:1]([CH3:2])([CH3:3])([CH3:4])[c:5]1[cH:6][n:7][cH:8][c:9]([CH2:11][O:12][Si:13]([CH:14]([CH3:15])[CH3:16])([CH:17]([CH3:18])[CH3:19])[CH:20]([CH3:21])[CH3:22])[cH:10]1.[CH3:23][OH:24].[ClH:25]>>[C:1]([CH3:2])([CH3:3])([CH3:4])[c:5]1[cH:6][n:7][cH:8][c:9]([CH2:11][OH:12])[cH:10]1. Starting materials: FC1=C(C=CC(=C1)F)C1=CC=C(C=C1)C(CCO)(C)O (3-(2',4'-difluoro-4-biphenylyl)butane-1,3-diol), C(=O)O (formic acid). Yields the product C(=O)OCCC(C)(O)C1=CC=C(C=C1)C1=C(C=C(C=C1)F)F (1-formyloxy-3-(2',4'-difluoro-4-biphenylyl)butan-3-ol). RXN SMILES: [F:1][C:2]1[CH:7]=[C:6]([F:8])[CH:5]=[CH:4][C:3]=1[C:9]1[CH:14]=[CH:13][C:12]([C:15]([OH:20])([CH3:19])[CH2:16][CH2:17][OH:18])=[CH:11][CH:10]=1.[CH:21](O)=[O:22]>>[CH:21]([O:18][CH2:17][CH2:16][C:15]([C:12]1[CH:13]=[CH:14][C:9]([C:3]2[CH:4]=[CH:5][C:6]([F:8])=[CH:7][C:2]=2[F:1])=[CH:10][CH:11]=1)([OH:20])[CH3:19])=[O:22]. Procedure details: 3 g. of 3-(2',4'-difluoro-4-biphenylyl)butane-1,3-diol and 15 ml. of formic acid are warmed to 80° for 2 hours. The mixture is cooled and worked up in the customary manner to give 1-formyloxy-3-(2',4'-difluoro-4-biphenylyl)butan-3-ol. Reaction SMILES: [I:1][C:2]#[C:3][CH2:4][O:5][C:6]1[CH:13]=[CH:12][C:9]([CH:10]=[O:11])=[CH:8][C:7]=1[O:14][CH3:15].[F:16][C:17]([F:29])([F:28])[C:18]1[CH:19]=[C:20]([CH:25]=[CH:26][CH:27]=1)[CH2:21][N:22]=[N+:23]=[N-:24]>>[I:1][C:2]1[N:22]([CH2:21][C:20]2[CH:25]=[CH:26][CH:27]=[C:18]([C:17]([F:16])([F:29])[F:28])[CH:19]=2)[N:23]=[N:24][C:3]=1[CH2:4][O:5][C:6]1[CH:13]=[CH:12][C:9]([CH:10]=[O:11])=[CH:8][C:7]=1[O:14][CH3:15]. Reactants: IC#CCOC1=C(C=C(C=O)C=C1)OC (4-(3-iodoprop-2-ynyloxy)-3-methoxybenzaldehyde), FC(C=1C=C(CN=[N+]=[N-])C=CC1)(F)F (3-trifluoromethyl-benzylazide). Product: IC1=C(N=NN1CC1=CC(=CC=C1)C(F)(F)F)COC1=C(C=C(C=O)C=C1)OC (4-((5-Iodo-1-(3-(trifluoromethyl)benzyl)-1H-1,2,3-triazol-4-yl)methoxy)-3-methoxybenzaldehyde). Reported procedure: Synthesized from 4-(3-iodoprop-2-ynyloxy)-3-methoxybenzaldehyde and 3-trifluoromethyl-benzylazide using general procedure; 0.398 g, 0.769 mmol, 97%; mp=130-134° C. (dec.); IR (υ[cm−1]) 3123, 1702, 1689, 1588, 1506, 1329, 1262, 1133, 1123, 994, 792; 1H NMR (600 MHz, CDCl3) δ=9.83 (s, 1H), 7.59 (d, J=7.6, 1H), 7.56 (s, 1H), 7.47 (t, J=7.7, 1H), 7.41 (dd, J=15.8, 6.7, 2H), 7.39 (s, 1H), 7.21 (d, J=8.1, 1H), 5.62 (s, 2H), 5.27 (s, 2H), 3.88 (s, 3H); 13C NMR (151 MHz, CDCl3) δ=191.2, 153.1, 150.5, 14... Reactants: CCO, N#Cc1ccc(Cl)c([N+](=O)[O-])c1, NCCO, C1CCOC1. Yields the product N#Cc1ccc(NCCO)c([N+](=O)[O-])c1. Reaction SMILES: [CH3:17][CH2:18][OH:19].[Cl:1][c:2]1[c:3]([N+:10](=[O:11])[O-:12])[cH:4][c:5]([C:6]#[N:7])[cH:8][cH:9]1.[NH2:13][CH2:14][CH2:15][OH:16].[O:20]1[CH2:21][CH2:22][CH2:23][CH2:24]1>>[c:2]1([NH:13][CH2:14][CH2:15][OH:16])[c:3]([N+:10](=[O:11])[O-:12])[cH:4][c:5]([C:6]#[N:7])[cH:8][cH:9]1. The reactants are CC(=O)N1CCNCC1, Cc1ccccc1-c1nc(S(C)(=O)=O)nc2c1C(=O)N(Cc1cc(C(F)(F)F)cc(C(F)(F)F)c1)CCN2. The product is CC(=O)N1CCN(c2nc3c(c(-c4ccccc4C)n2)C(=O)N(Cc2cc(C(F)(F)F)cc(C(F)(F)F)c2)CCN3)CC1. As a reaction SMILES: [C:39]([CH3:40])(=[O:41])[N:42]1[CH2:43][CH2:44][NH:45][CH2:46][CH2:47]1.[F:1][C:2]([c:3]1[cH:4][c:5]([CH2:6][N:7]2[CH2:8][CH2:9][NH:10][c:11]3[c:12]([c:15](-[c:23]4[c:24]([CH3:29])[cH:25][cH:26][cH:27][cH:28]4)[n:16][c:17]([S:19]([CH3:20])(=[O:21])=[O:22])[n:18]3)[C:13]2=[O:14])[cH:30][c:31]([C:33]([F:34])([F:35])[F:36])[cH:32]1)([F:37])[F:38]>>[F:1][C:2]([c:3]1[cH:4][c:5]([CH2:6][N:7]2[CH2:8][CH2:9][NH:10][c:11]3[c:12]([c:15](-[c:23]4[c:24]([CH3:29])[cH:25][cH:26][cH:27][cH:28]4)[n:16][c:17]([N:45]4[CH2:44][CH2:43][N:42]([C:39]([CH3:40])=[O:41])[CH2:47][CH2:46]4)[n:18]3)[C:13]2=[O:14])[cH:30][c:31]([C:33]([F:34])([F:35])[F:36])[cH:32]1)([F:37])[F:38]. Reactants: [N+](=O)([O-])C1=CC=C2C=CN=CC2=C1 (7-nitroisoquinoline), C(=O)O (formic acid), N (ammonia). Run in C=O (formaldehyde). Yields the product [N+](=O)([O-])C1=CC=C2CCN(CC2=C1)C (7-nitro-2-methyl-1,2,3,4-tetrahydroisoquinoline). RXN SMILES: [N+:1]([C:4]1[CH:13]=[C:12]2[C:7]([CH:8]=[CH:9][N:10]=[CH:11]2)=[CH:6][CH:5]=1)([O-:3])=[O:2].N.[CH:15](O)=O>C=O>[N+:1]([C:4]1[CH:13]=[C:12]2[C:7]([CH2:8][CH2:9][N:10]([CH3:15])[CH2:11]2)=[CH:6][CH:5]=1)([O-:3])=[O:2]. Procedure: A solution of 4.00 g (18.7 mmol) of 7-nitroisoquinoline in 10 ml of formic acid and 17 ml of 38% aqueous formaldehyde was heated at reflux for 1 h. The reaction mixture was cooled, poured onto ice and basified with aqueous ammonia. The gummy residue which precipitated was extracted twice with methylene chloride. The dried (magnesium sulfate) organic phase was concentrated to give crude 7-nitro-2-methyl-1,2,3,4-tetrahydroisoquinoline as a thick oil. This oil was immediately taken up in ethanol (5...